This data is from the Open Reaction Database (ORD), a public repository of structured organic reaction records. The task is: describe an organic reaction: reactants, conditions, products, and yield Starting materials: CC(C)(C)[Si](Cl)(c1ccccc1)c1ccccc1, Cc1cc([N+](=O)[O-])cc(C)c1-n1cccc(CCO)c1=O, CN(C)C=O, CCOC(C)=O, O, c1c[nH]cn1. Product: Cc1cc([N+](=O)[O-])cc(C)c1-n1cccc(CCO[Si](c2ccccc2)(c2ccccc2)C(C)(C)C)c1=O. Reaction SMILES: [C:27]([CH3:28])([CH3:29])([CH3:30])[Si:31]([c:32]1[cH:33][cH:34][cH:35][cH:36][cH:37]1)([c:38]1[cH:39][cH:40][cH:41][cH:42][cH:43]1)[Cl:44].[CH3:1][c:2]1[c:3](-[n:12]2[c:13](=[O:21])[c:14]([CH2:18][CH2:19][OH:20])[cH:15][cH:16][cH:17]2)[c:4]([CH3:11])[cH:5][c:6]([N+:8](=[O:9])[O-:10])[cH:7]1.[CH3:46][N:47]([CH3:48])[CH:49]=[O:50].[CH3:51][CH2:52][O:53][C:54](=[O:55])[CH3:56].[OH2:45].[nH:22]1[cH:23][cH:24][n:25][cH:26]1>>[CH3:1][c:2]1[c:3](-[n:12]2[c:13](=[O:21])[c:14]([CH2:18][CH2:19][O:20][Si:31]([C:27]([CH3:28])([CH3:29])[CH3:30])([c:32]3[cH:33][cH:34][cH:35][cH:36][cH:37]3)[c:38]3[cH:39][cH:40][cH:41][cH:42][cH:43]3)[cH:15][cH:16][cH:17]2)[c:4]([CH3:11])[cH:5][c:6]([N+:8](=[O:9])[O-:10])[cH:7]1. Reactants: ClC1=NN2C(C(=CC=C2)C2=CC=C(C=C2)P(=O)(C)C)=N1 (2-chloro-8-[4-(dimethyl-phosphinoyl)-phenyl]-[1,2,4]triazolo[1,5-a]pyridine), CN1CCN(CC1)C=1C=C(N)C=CC1 (3-(4-methylpiperazin-1-yl)aniline), C1(CCCCC1)P(C1=C(C=CC=C1)C1=C(C=CC=C1)P(C1CCCCC1)C1CCCCC1)C1CCCCC1 (2,2′-bis-dicyclohexylphosphanyl-biphenyl). Product: CP(=O)(C1=CC=C(C=C1)C=1C=2N(C=CC1)N=C(N2)NC2=CC(=CC=C2)N2CCN(CC2)C)C ({8-[4-(Dimethyl-phosphinoyl)-phenyl]-[1,2,4]triazolo[1,5-a]pyridin-2-yl}-[3-(4-methyl-piperazin-1-yl)-phenyl]-amine), solid. Isolated yield 64.0%. As a reaction SMILES: Cl[C:2]1[N:20]=[C:5]2[C:6]([C:10]3[CH:15]=[CH:14][C:13]([P:16]([CH3:19])([CH3:18])=[O:17])=[CH:12][CH:11]=3)=[CH:7][CH:8]=[CH:9][N:4]2[N:3]=1.[CH3:21][N:22]1[CH2:27][CH2:26][N:25]([C:28]2[CH:29]=[C:30]([CH:32]=[CH:33][CH:34]=2)[NH2:31])[CH2:24][CH2:23]1.C1(P(C2CCCCC2)C2C=CC=CC=2C2C=CC=CC=2P(C2CCCCC2)C2CCCCC2)CCCCC1>>[CH3:18][P:16]([CH3:19])([C:13]1[CH:14]=[CH:15][C:10]([C:6]2[C:5]3[N:4]([N:3]=[C:2]([NH:31][C:30]4[CH:32]=[CH:33][CH:34]=[C:28]([N:25]5[CH2:24][CH2:23][N:22]([CH3:21])[CH2:27][CH2:26]5)[CH:29]=4)[N:20]=3)[CH:9]=[CH:8][CH:7]=2)=[CH:11][CH:12]=1)=[O:17]. Reported procedure: 198 c) {8-[4-(Dimethyl-phosphinoyl)-phenyl]-[1,2,4]triazolo[1,5-a]pyridin-2-yl}-[3-(4-methyl-piperazin-1-yl)-phenyl]-amine was prepared from 2-chloro-8-[4-(dimethyl-phosphinoyl)-phenyl]-[1,2,4]triazolo[1,5-a]pyridine (100.0 mg, 0.3271 mmol) and 3-(4-methylpiperazin-1-yl)aniline (70.0 mg, 0.366 mmol) with 2,2′-bis-dicyclohexylphosphanyl-biphenyl (28.0 mg, 0.0512 mmol) as the ligand in a manner analogous to Example 2d. Product isolated as a tan solid (0.097 g, 64%). MP=243-246° C. 1H NMR (400 MHz,... Starting materials: FC(=C(C(F)(F)F)C1=CC=C(C=C1)OC)F (4-(2,2-Difluoro-1-(trifluoromethyl)ethenyl)anisole), CI (MeI), [F-].[Cs+] (CsF), CN(C)C=O (DMF). The solvent is O (H2O). Reaction conditions: temperature 80 celsius, time 3 day. Yields the product FC(C(C(F)(F)F)(C)C1=CC=C(C=C1)OC)(F)F (4-(2,2,2-Trifluoro-1-methyl-1-(trifluoromethyl)ethyl)anisole). The yield is 10.0%. RXN SMILES: [F:1][C:2]([F:16])=[C:3]([C:8]1[CH:13]=[CH:12][C:11]([O:14][CH3:15])=[CH:10][CH:9]=1)[C:4]([F:7])([F:6])[F:5].CI.[F-:19].[Cs+].[CH3:21]N(C=O)C>O>[F:19][C:2]([F:16])([F:1])[C:3]([C:8]1[CH:13]=[CH:12][C:11]([O:14][CH3:15])=[CH:10][CH:9]=1)([CH3:21])[C:4]([F:5])([F:6])[F:7] |f:2.3|. Procedure: A mixture of Compound 74 (570 mg, 2.4 mmol), MeI (430 mg, 3.0 mmol), and CsF (760 mg, 5.0 mmol) in DMF (4 ml) was stirred at 80° C. for 3 days. The mixture was diluted with H2O. The organic layer was separated and the aqueous layer was extracted with CH2Cl2. The combined solution was dried (Na2SO4) and concentrated in vacuo to give crude product, which was purified by column chromatography on silica gel to give Compound 75 (70 mg, 10%) as a yellow oil. Reaction SMILES: [C:1](#[N:2])[c:3]1[cH:4][c:5]([O:9][c:10]2[cH:11][c:12]([CH3:26])[c:13]3[c:14]([cH:25]2)[B:15]([OH:24])[O:16][CH:17]3[CH2:18][C:19](=[O:20])[O:21][CH2:22][CH3:23])[n:6][cH:7][cH:8]1.[CH2:31]1[O:32][CH2:33][CH2:34][CH2:35]1.[CH3:29][OH:30].[Na+:28].[OH-:27]>>[C:1](#[N:2])[c:3]1[cH:4][c:5]([O:9][c:10]2[cH:11][c:12]([CH3:26])[c:13]3[c:14]([cH:25]2)[B:15]([OH:24])[O:16][CH:17]3[CH2:18][C:19](=[O:20])[OH:21])[n:6][cH:7][cH:8]1. The product is Cc1cc(Oc2cc(C#N)ccn2)cc2c1C(CC(=O)O)OB2O. Starting materials: CCOC(=O)CC1OB(O)c2cc(Oc3cc(C#N)ccn3)cc(C)c21, C1CCOC1, CO, [Na+], [OH-]. Starting materials: N(=C=S)C1=C(C2=C(OCCO2)C(=C1)C)C (6-isothiocyanato-5,8-dimethyl-1,4-benzodioxane), C(CN)N (ethylenediamine). The solvent is C1(=CC=CC=C1)C (toluene), C1(=CC=CC=C1)C (toluene). Run at time 5 minute. Product: NCCNC(NC1=C(C2=C(OCCO2)C(=C1)C)C)=S (6-[N'-(2-aminoethyl)thioureido]-5,8-dimethyl-1,4-benzodioxane). RXN SMILES: [N:1]([C:4]1[CH:13]=[C:12]([CH3:14])[C:7]2[O:8][CH2:9][CH2:10][O:11][C:6]=2[C:5]=1[CH3:15])=[C:2]=[S:3].[CH2:16]([NH2:19])[CH2:17][NH2:18]>C1(C)C=CC=CC=1>[NH2:18][CH2:17][CH2:16][NH:19][C:2](=[S:3])[NH:1][C:4]1[CH:13]=[C:12]([CH3:14])[C:7]2[O:8][CH2:9][CH2:10][O:11][C:6]=2[C:5]=1[CH3:15]. Procedure: A solution of 2.0 g of 6-isothiocyanato-5,8-dimethyl-1,4-benzodioxane in 40 mL of toluene at 25° C. is added to a solution of 2.42 mL of ethylenediamine in 75 mL of toluene. After five minutes, the mixture is concentrated under reduced pressure to 20 mL at which point a solid precipitates from solution. This solid is collected and dried under vacuum to give 2.6 g of 6-[N'-(2-aminoethyl)thioureido]-5,8-dimethyl-1,4-benzodioxane as a white solid. The reactants are CN(C1=CC=C(C=C1)C=1C=2C=CC(=CC2C(CC1)(C)C)C(C#C)O)C (1-[5-(4-dimethylaminophenyl)-8,8-dimethyl-7,8-dihydro-2-naphthyl]prop-2-yn-1-ol), IC1=CC=C(C(=O)O)C=C1 (4-iodobenzoic acid). The reagents and catalysts are [Cu](I)I (copper iodide), Cl[Pd]([P](C1=CC=CC=C1)(C2=CC=CC=C2)C3=CC=CC=C3)([P](C4=CC=CC=C4)(C5=CC=CC=C5)C6=CC=CC=C6)Cl (trans-dichlorobis(triphenyl-phosphine)palladium). Yields the product CN(C1=CC=C(C=C1)C=1C=2C=CC(=CC2C(CC1)(C)C)C(C#CC1=CC=C(C(=O)O)C=C1)O)C (4-{3-[5-(4-Dimethylaminophenyl)-8,8-dimethyl-7,8-dihydro-2-naphthyl]-3-hydroxyprop-1-ynyl}benzoic acid). RXN SMILES: [CH3:1][N:2]([CH3:25])[C:3]1[CH:8]=[CH:7][C:6]([C:9]2[C:10]3[CH:11]=[CH:12][C:13]([CH:21]([OH:24])[C:22]#[CH:23])=[CH:14][C:15]=3[C:16]([CH3:20])([CH3:19])[CH2:17][CH:18]=2)=[CH:5][CH:4]=1.I[C:27]1[CH:35]=[CH:34][C:30]([C:31]([OH:33])=[O:32])=[CH:29][CH:28]=1>Cl[Pd](Cl)([P](C1C=CC=CC=1)(C1C=CC=CC=1)C1C=CC=CC=1)[P](C1C=CC=CC=1)(C1C=CC=CC=1)C1C=CC=CC=1.[Cu](I)I>[CH3:25][N:2]([CH3:1])[C:3]1[CH:8]=[CH:7][C:6]([C:9]2[C:10]3[CH:11]=[CH:12][C:13]([CH:21]([OH:24])[C:22]#[C:23][C:27]4[CH:35]=[CH:34][C:30]([C:31]([OH:33])=[O:32])=[CH:29][CH:28]=4)=[CH:14][C:15]=3[C:16]([CH3:20])([CH3:19])[CH2:17][CH:18]=2)=[CH:5][CH:4]=1 |^1:38,57|. Procedure details: In a manner similar to that of Example 16b, by reacting 0.81 g (2.4 mmol) of 1-[5-(4-dimethylaminophenyl)-8,8-dimethyl-7,8-dihydro-2-naphthyl]prop-2-yn-1-ol with 0.496 g (2 mmol) of 4-iodobenzoic acid, 0.035 g (0.05 mmol) of trans-dichlorobis(triphenyl-phosphine)palladium and 0.019 g (0.1 mmol) of copper iodide, a beige-colored solid is obtained (0.65 g; yield=72%; m.p.=91° C.). Reactants: C1(=CC=CC2=CC=CC=C12)N=C=O (1-naphthyl isocyanate), Cl.NC=1C=C2CCC3(CC2=CC1)NC(NC3=O)=O ((±)-6′-amino-3′,4′-dihydro-1′H-spiro[imidazolidine-4,2′-naphthalene]-2,5-dione hydrochloride), Cl.NC=1C=C2CCC3(CC2=CC1)NC(NC3=O)=O ((±)-6′-amino-3′,4′-dihydro-1′H-spiro[imidazolidine-4,2′-naphthalene]-2,5-dione hydrochloride), C(C)(C)N(C(C)C)CC (N,N-diisopropylethylamine). The solvent is C1CCOC1 (THF). The product is C1(=CC=CC2=CC=CC=C12)NC(=O)NC=1C=C2CCC3(CC2=CC1)NC(NC3=O)=O ((±)-6′-{[(1-Naphthylamino)carbonyl]amino}-3′,4′-dihydro-1′H-spiro[imidazolidine-4,2′-naphthalene]-2,5-dione). As a reaction SMILES: [C:1]1([N:11]=[C:12]=[O:13])[C:10]2[C:5](=[CH:6][CH:7]=[CH:8][CH:9]=2)[CH:4]=[CH:3][CH:2]=1.Cl.[NH2:15][C:16]1[CH:17]=[C:18]2[C:23](=[CH:24][CH:25]=1)[CH2:22][C:21]1([C:29](=[O:30])[NH:28][C:27](=[O:31])[NH:26]1)[CH2:20][CH2:19]2.C(N(CC)C(C)C)(C)C>C1COCC1>[C:1]1([NH:11][C:12]([NH:15][C:16]2[CH:17]=[C:18]3[C:23](=[CH:24][CH:25]=2)[CH2:22][C:21]2([C:29](=[O:30])[NH:28][C:27](=[O:31])[NH:26]2)[CH2:20][CH2:19]3)=[O:13])[C:10]2[C:5](=[CH:6][CH:7]=[CH:8][CH:9]=2)[CH:4]=[CH:3][CH:2]=1 |f:1.2|. Reported procedure: A mixture of 1-naphthyl isocyanate (9.5 mg, 0.056 mmol), (±)-6′-amino-3′,4′-dihydro-1′H-spiro[imidazolidine-4,2′-naphthalene]-2,5-dione hydrochloride (described in Intermediate 2) (15 mg, 0.056 mmol), and N,N-diisopropylethylamine (0.010 mL, 0.056 mmol) was stirred in THF (0.5 mL) at ambient temperature for 18 h. The crude mixture was purified by HPLC using a reversed phase C18 column and eluting with a gradient of H2O:CH3CN:CF3CO2H—90:10:0.1 to 5:95:0.1. Lyophilization provided the title compou... Starting materials: C(C)(C)(C)OC(=O)N1CCC(CC1)CN1C(CNCC1)=O (1-[1-(tert-butoxycarbonyl)piperidin-4-ylmethyl]-2-piperazinone), BrCC1=CC=C(C=C1)S(=O)(=O)Cl (4-(bromomethyl)benzenesulfonyl chloride). Solvent: C(C)(=O)OCC (ethyl acetate), C([O-])(O)=O.[Na+] (sodium bicarbonate). Product: BrCC1=CC=C(C=C1)S(=O)(=O)N1CC(N(CC1)CC1CCN(CC1)C(=O)OC(C)(C)C)=O (4-[4-(bromomethyl)benzenesulfonyl]-1-[1-(tert-butoxycarbonyl)piperidin-4-ylmethyl]-2-piperazinone). Yield: 49.0%. As a reaction SMILES: [C:1]([O:5][C:6]([N:8]1[CH2:13][CH2:12][CH:11]([CH2:14][N:15]2[CH2:20][CH2:19][NH:18][CH2:17][C:16]2=[O:21])[CH2:10][CH2:9]1)=[O:7])([CH3:4])([CH3:3])[CH3:2].[Br:22][CH2:23][C:24]1[CH:29]=[CH:28][C:27]([S:30](Cl)(=[O:32])=[O:31])=[CH:26][CH:25]=1>C(OCC)(=O)C.C(=O)(O)[O-].[Na+]>[Br:22][CH2:23][C:24]1[CH:25]=[CH:26][C:27]([S:30]([N:18]2[CH2:19][CH2:20][N:15]([CH2:14][CH:11]3[CH2:12][CH2:13][N:8]([C:6]([O:5][C:1]([CH3:4])([CH3:2])[CH3:3])=[O:7])[CH2:9][CH2:10]3)[C:16](=[O:21])[CH2:17]2)(=[O:32])=[O:31])=[CH:28][CH:29]=1 |f:3.4|. Procedure: To a solution of 1-[1-(tert-butoxycarbonyl)piperidin-4-ylmethyl]-2-piperazinone (500 mg) in ethyl acetate (15 ml) and sodium bicarbonate solution (10 ml) was added at 0° C. 4-(bromomethyl)benzenesulfonyl chloride (453 mg), and the mixture was stirred at room temperature for 30 minutes. The organic layer was separated, washed with brine, dried and concentrated, and the residue was purified with silica gel column chromatography (hexane: ethyl acetate=2:3) to give colorless crystals of 4-[4-(bromom... The reactants are BrC=1C=C(C=CC1)N=C=O (3-bromo-phenyl isocyanate), N1=CC=CC2=CC(=CC=C12)O (quinolin-6-ol), [H-].[Na+] (sodium hydride). Solvent: CN(C=O)C (dimethylformamide), CN(C=O)C (dimethylformamide). Conditions: time 0.5 hour. Yields the product N1=CC=CC2=CC(=CC=C12)OC(NC1=CC(=CC=C1)Br)=O ((3-bromo-phenyl)-carbamic acid quinolin-6-yl ester). RXN SMILES: [N:1]1[C:10]2[C:5](=[CH:6][C:7]([OH:11])=[CH:8][CH:9]=2)[CH:4]=[CH:3][CH:2]=1.[H-].[Na+].[Br:14][C:15]1[CH:16]=[C:17]([N:21]=[C:22]=[O:23])[CH:18]=[CH:19][CH:20]=1>CN(C)C=O>[N:1]1[C:10]2[C:5](=[CH:6][C:7]([O:11][C:22](=[O:23])[NH:21][C:17]3[CH:18]=[CH:19][CH:20]=[C:15]([Br:14])[CH:16]=3)=[CH:8][CH:9]=2)[CH:4]=[CH:3][CH:2]=1 |f:1.2|. Procedure: A solution of quinolin-6-ol (0.29 g., 2 mmol) in dry dimethylformamide (3 ml) was added to a stirred suspension of sodium hydride (0.048 g., 2 mmol) in dry dimethylformamide (2 ml) at −10° C. during 5 min. The reaction mixture was stirred for ½ hours. Then 3-bromo-phenyl isocyanate (0.475 g., 2.4 mmol) was added to the stirring reaction mixture. Stirring was continued for additional 1 hr. during which the temperature was allowed to rise to room temperature (21° C.). The reaction mixture was quen...